This data is from the Open Reaction Database (ORD), a public repository of structured organic reaction records. The task is: describe an organic reaction: reactants, conditions, products, and yield Starting materials: BrCC(CC(=O)OCC)=O (ethyl γ-bromoacetoacetate), SCCO (2-mercaptoethanol), [O-]CC.[Na+] (sodium ethoxide). The solvent is C(C)O (ethanol), C(C)O (ethanol). Run at temperature 25 celsius, time 2 hour. The product is O1C(=CSCC1)CC(=O)OCC (Ethyl (5,6-dihydro-1,4-oxathiin-2-yl )acetate). The yield is 53.7%. As a reaction SMILES: [SH:1][CH2:2][CH2:3]O.[O-]CC.[Na+].Br[CH2:10][C:11](=[O:18])[CH2:12][C:13]([O:15][CH2:16][CH3:17])=[O:14]>C(O)C>[O:18]1[CH2:3][CH2:2][S:1][CH:10]=[C:11]1[CH2:12][C:13]([O:15][CH2:16][CH3:17])=[O:14] |f:1.2|. Procedure details: A solution of 2-mercaptoethanol (58.5 g.) in anhydrous ethanol (220 cc.) is added, at about 10° C. and over the course of one hour, to a solution of sodium ethoxide in ethanol [prepared by reacting sodium (17.2 g.) with anhydrous ethanol (570 cc.)]. After having heated the reaction mixture to 45°-50° C., ethyl γ-bromoacetoacetate (157 g.) is added over the course of 45 minutes, and then the reaction mixture is stirred for 2 hours at a temperature of about 25° C. After filtration, the solvent is ... The reactants are NC1=CC=C(C=C1)CC(=O)NCCN(C)C (2-(4-Aminophenyl)-N-[2-(dimethylamino)ethyl]acetamide), CCN=C=NCCCN(C)C (WSC), ON1N=NC2=C1C=CC=C2 (1-hydroxybenzotriazole), CN(C)C1=NC=CC=C1 (dimethylaminopyridine), [N+](=O)([O-])C1=CC=C(C=C1)CC(=O)O (4-nitrophenylacetic acid). The solvent is C(C)(=O)OCC (ethyl acetate), O (water), CN(C)C=O (DMF). Run at time 4 hour. Product: CN(CCNC(CC1=CC=C(C=C1)NC(CC1=CC=C(C=C1)[N+](=O)[O-])=O)=O)C (N-[4-[2-[[2-(Dimethylamino)ethyl]amino]-2-oxoethyl]phenyl]-2-(4-nitrophenyl)acetamide). Yield: 20.8%. RXN SMILES: [NH2:1][C:2]1[CH:7]=[CH:6][C:5]([CH2:8][C:9]([NH:11][CH2:12][CH2:13][N:14]([CH3:16])[CH3:15])=[O:10])=[CH:4][CH:3]=1.CCN=C=NCCCN(C)C.ON1C2C=CC=CC=2N=N1.CN(C1C=CC=CN=1)C.[N+:47]([C:50]1[CH:55]=[CH:54][C:53]([CH2:56][C:57](O)=[O:58])=[CH:52][CH:51]=1)([O-:49])=[O:48]>C(OCC)(=O)C.O.CN(C=O)C>[CH3:16][N:14]([CH3:15])[CH2:13][CH2:12][NH:11][C:9](=[O:10])[CH2:8][C:5]1[CH:4]=[CH:3][C:2]([NH:1][C:57](=[O:58])[CH2:56][C:53]2[CH:52]=[CH:51][C:50]([N+:47]([O-:49])=[O:48])=[CH:55][CH:54]=2)=[CH:7][CH:6]=1. Procedure details: 2-(4-Aminophenyl)-N-[2-(dimethylamino)ethyl]acetamide (221 mg), WSC (free form: 0.23 ml), 1-hydroxybenzotriazole (199 mg), and dimethylaminopyridine (244 mg) were added to a DMF (5 ml) solution of 4-nitrophenylacetic acid (181 mg), which was stirred for 4 hours. The reaction mixture was poured into water, and extraction was conducted using ethyl acetate. The organic layer was washed with water, saturated aqueous sodium bicarbonate solution, and saturated aqueous sodium chloride solution, dried o... Yields the product C1(=CC=CC=C1)S(=O)(=O)C1=CC=C(C=C1)C=C(C(C)=O)C(C)=O (3-[(4-Phenylsulfonylphenyl)methylene]-2,4-pentanedione). The solvent is CC(C)O (2-propanol). Starting materials: C1(=CC=CC=C1)S(=O)(=O)C1=CC=C(C=O)C=C1 (4-phenylsulfonylbenzaldehyde), CC(CC(C)=O)=O (2,4-pentanedione), S(=O)(Cl)Cl (thionyl chloride). Procedure details: To a solution containing 2.1 g of 4-phenylsulfonylbenzaldehyde and 1.5 g of 2,4-pentanedione in 10 ml of 2-propanol was added 1 ml of thionyl chloride with stirring at 20° C. The solution was stirred for 1 h at 20° C. and evaporated to dryness in vacuo. The residue was crystallized from toluene, mp 102°-105° C. Reaction SMILES: [C:1]1([S:7]([C:10]2[CH:17]=[CH:16][C:13]([CH:14]=O)=[CH:12][CH:11]=2)(=[O:9])=[O:8])[CH:6]=[CH:5][CH:4]=[CH:3][CH:2]=1.[CH3:18][C:19](=[O:24])[CH2:20][C:21](=[O:23])[CH3:22].S(Cl)(Cl)=O>CC(O)C>[C:1]1([S:7]([C:10]2[CH:17]=[CH:16][C:13]([CH:14]=[C:20]([C:19](=[O:24])[CH3:18])[C:21](=[O:23])[CH3:22])=[CH:12][CH:11]=2)(=[O:9])=[O:8])[CH:6]=[CH:5][CH:4]=[CH:3][CH:2]=1. Reaction conditions: temperature 20 celsius. Starting materials: CCOC(=O)C1Oc2ccc(CC(C)N(CC)C(=O)OC(C)(C)C)cc2O1, CO, N. Yields the product CCN(C(=O)OC(C)(C)C)C(C)Cc1ccc2c(c1)OC(C(N)=O)O2. Reaction SMILES: [CH2:1]([O:3][C:4](=[O:2])[CH:6]1[O:7][c:8]2[c:9]([cH:11][cH:12][c:13]([CH2:15][CH:16]([CH3:17])[N:18]([CH2:19][CH3:20])[C:21](=[O:22])[O:23][C:24]([CH3:25])([CH3:26])[CH3:27])[cH:14]2)[O:10]1)[CH3:5].[CH3:29][OH:30].[NH3:28]>>[O:3]=[C:4]([CH:6]1[O:7][c:8]2[c:9]([cH:11][cH:12][c:13]([CH2:15][CH:16]([CH3:17])[N:18]([CH2:19][CH3:20])[C:21](=[O:22])[O:23][C:24]([CH3:25])([CH3:26])[CH3:27])[cH:14]2)[O:10]1)[NH2:28]. The reactants are [N+](=O)([O-])C1=CC=C(C=C1)N=C1SCCN1CC(=C)C (2-(4-nitrophenylimino)-3-(2-methylprop-2-en-1-yl)-1,3-thiazolidine), [OH-].[Na+] (NaOH). Solvent: OP(=O)(O)O (poly(phosphoric acid)), O (water). Reaction conditions: temperature 80 celsius. Product: [N+](=O)([O-])C1=CC=C(C=C1)N=C1SCCN1C=C(C)C (2-(4-nitrophenylimino)-3-(2-methylprop-1-en-1-yl)-1,3-thiazolidine). Reaction SMILES: [N+:1]([C:4]1[CH:9]=[CH:8][C:7]([N:10]=[C:11]2[N:15]([CH2:16][C:17]([CH3:19])=[CH2:18])[CH2:14][CH2:13][S:12]2)=[CH:6][CH:5]=1)([O-:3])=[O:2].[OH-].[Na+]>OP(O)(O)=O.O>[N+:1]([C:4]1[CH:5]=[CH:6][C:7]([N:10]=[C:11]2[N:15]([CH:16]=[C:17]([CH3:19])[CH3:18])[CH2:14][CH2:13][S:12]2)=[CH:8][CH:9]=1)([O-:3])=[O:2] |f:1.2|. Procedure details: 2-Chloroethylammonium chloride (Entry 1) was reacted with 4-nitrophenyl isothiocyanate according to Method C1a to give 2-(4-nitrophenyl)-1,3-thiazolidine. The thiazolidine was reacted with 1-bromo-2-methyl-2-propene according to Method D2a to give 2-(4-nitrophenylimino)-3-(2-methylprop-2-en-1-yl)-1,3-thiazolidine. A mixture of 2-(4-nitrophenylimino)-3-(2-methylprop-2-en-1-yl)-1,3-thiazolidine (0.20 g) in poly(phosphoric acid) (0.4 mL) was heated at 80 ° C. for 5 h. The reaction mixture was then ...